Dataset: the Open Reaction Database (ORD), a public repository of structured organic reaction records. Task: describe an organic reaction: reactants, conditions, products, and yield Reactants: Clc1ccc(-c2nc(Cl)nc(Cl)c2-c2ccc(Cl)cc2)cc1, NN, O, O, c1ccncc1. The product is NNc1nc(Cl)nc(-c2ccc(Cl)cc2)c1-c1ccc(Cl)cc1. As a reaction SMILES: [Cl:1][c:2]1[n:3][c:4](-[c:16]2[cH:17][cH:18][c:19]([Cl:22])[cH:20][cH:21]2)[c:5](-[c:9]2[cH:10][cH:11][c:12]([Cl:15])[cH:13][cH:14]2)[c:6]([Cl:8])[n:7]1.[NH2:24][NH2:25].[OH2:23].[OH2:32].[cH:26]1[cH:27][cH:28][n:29][cH:30][cH:31]1>>[Cl:1][c:2]1[n:3][c:4](-[c:16]2[cH:17][cH:18][c:19]([Cl:22])[cH:20][cH:21]2)[c:5](-[c:9]2[cH:10][cH:11][c:12]([Cl:15])[cH:13][cH:14]2)[c:6]([NH:24][NH2:25])[n:7]1. The reactants are C1(=CC=CC=C1)C1=NOC(=N1)C(CC(=O)OC)C (methyl 3-(3-phenyl-1,2,4-oxadiazol-5-yl)butanoate), [OH-].[Na+] (NaOH), CO (methanol), Cl (HCl). Run at time 2 hour. Product: C1(=CC=CC=C1)C1=NOC(=N1)CCCC(=O)O (4-(3-phenyl-1,2,4-oxadiazol-5-yl)butanoic acid). The yield is 99.0%. Reaction SMILES: [C:1]1([C:7]2[N:11]=[C:10]([CH:12](C)[CH2:13][C:14](OC)=O)[O:9][N:8]=2)[CH:6]=[CH:5][CH:4]=[CH:3][CH:2]=1.[OH-:19].[Na+].Cl.[CH3:22][OH:23]>>[C:1]1([C:7]2[N:11]=[C:10]([CH2:12][CH2:13][CH2:14][C:22]([OH:23])=[O:19])[O:9][N:8]=2)[CH:2]=[CH:3][CH:4]=[CH:5][CH:6]=1 |f:1.2|. Procedure details: To a solution of methyl 3-(3-phenyl-1,2,4-oxadiazol-5-yl)butanoate (1.53 g, 6.21 mmole) in methanol (10 ml) was added 1N NaOH (10 mL). After stirring at room temperature for 2 hours, the reaction solution was acidified to pH=3-4 with 6N HCl under an ice bath and then extracted with ethyl acetate three times. The combined organic layers were washed with water and then brine, dried over Na2SO4, filtered and concentrated to give the desired product (1.44 g, 99% yield) as white solid. LCMS calculate... Starting materials: Cl.N1=C(C=CC=C1)N(C(=O)C1=CC2=C(N(C(=N2)CNC2=CC=C(C=C2)C(N)=N)C)C=C1)CC(=O)OC (1-methyl-2-[N-(4-amidinophenyl)aminomethyl]benzimidazol-5-yl-carboxylic acid-N-(2-pyridyl)-N-methoxycarbonylmethylamide hydrochloride), ClC(=O)OCC (ethyl chloroformate), C28H29N7O5. Solvent: ClCCl.C(C)O (dichloromethane ethanol). Product: N1=C(C=CC=C1)N(C(=O)C1=CC2=C(N(C(=N2)CNC2=CC=C(C=C2)C(NC(=O)OCC)=N)C)C=C1)CC(=O)OC (1-Methyl-2-[N-[4-(N-ethoxycarbonylamidino)phenyl]aminomethyl]benzimidazol-5-yl-carboxylic acid-N-(2-pyridyl)-N-methoxycarbonylmethylamide). The yield is 42.0%. Reaction SMILES: Cl.[N:2]1[CH:7]=[CH:6][CH:5]=[CH:4][C:3]=1[N:8]([CH2:32][C:33]([O:35][CH3:36])=[O:34])[C:9]([C:11]1[CH:31]=[CH:30][C:14]2[N:15]([CH3:29])[C:16]([CH2:18][NH:19][C:20]3[CH:25]=[CH:24][C:23]([C:26](=[NH:28])[NH2:27])=[CH:22][CH:21]=3)=[N:17][C:13]=2[CH:12]=1)=[O:10].Cl[C:38]([O:40][CH2:41][CH3:42])=[O:39]>ClCCl.C(O)C>[N:2]1[CH:7]=[CH:6][CH:5]=[CH:4][C:3]=1[N:8]([CH2:32][C:33]([O:35][CH3:36])=[O:34])[C:9]([C:11]1[CH:31]=[CH:30][C:14]2[N:15]([CH3:29])[C:16]([CH2:18][NH:19][C:20]3[CH:25]=[CH:24][C:23]([C:26](=[NH:27])[NH:28][C:38]([O:40][CH2:41][CH3:42])=[O:39])=[CH:22][CH:21]=3)=[N:17][C:13]=2[CH:12]=1)=[O:10] |f:0.1,3.4|. Procedure details: Prepared analogously to Example 90 from 1-methyl-2-[N-(4-amidinophenyl)aminomethyl]benzimidazol-5-yl-carboxylic acid-N-(2-pyridyl)-N-methoxycarbonylmethylamide hydrochloride and ethyl chloroformate. Yield: 42% of theory, C28H29N7O5 (543.6); Rf value: 0.20 (silica gel; dichloromethane/ethanol=19:1); EKA mass spectrum: (M+H)+=544. Starting materials: C(C)NCC1=CC=NC=C1 (4-(ethylaminomethyl)pyridine), CC(C)(C)C=1C=C(C=C(C1)C(C)(C)C)S[C@H]1[C@@H](CCCC1)SCC(=O)N(CCC1=NC=CC=C1)C (trans-2-[[2-[[3,5-bis(1,1-dimethylethyl)phenyl]thio]cyclohexyl]thio]-N-methyl-N-(2-pyridinylethyl)acetamide). Product: CC(C)(C)C=1C=C(C=C(C1)C(C)(C)C)S[C@H]1[C@@H](CCCC1)SCC(=O)N(CC1=CC=NC=C1)CC (trans-2-[[2-[[3,5-bis(1,1-dimethylethyl)phenyl]thio]cyclohexyl]thio]-N-ethyl-N-(4-pyridinylmethyl)acetamide). Reaction SMILES: C(NC[C:5]1[CH:10]=[CH:9][N:8]=[CH:7][CH:6]=1)C.[CH3:11][C:12]([C:15]1[CH:16]=[C:17]([S:25][C@@H:26]2[CH2:31][CH2:30][CH2:29][CH2:28][C@H:27]2[S:32][CH2:33][C:34]([N:36]([CH3:45])[CH2:37][CH2:38]C2C=CC=CN=2)=[O:35])[CH:18]=[C:19]([C:21]([CH3:24])([CH3:23])[CH3:22])[CH:20]=1)([CH3:14])[CH3:13]>>[CH3:22][C:21]([C:19]1[CH:18]=[C:17]([S:25][C@@H:26]2[CH2:31][CH2:30][CH2:29][CH2:28][C@H:27]2[S:32][CH2:33][C:34]([N:36]([CH2:37][CH3:38])[CH2:45][C:5]2[CH:10]=[CH:9][N:8]=[CH:7][CH:6]=2)=[O:35])[CH:16]=[C:15]([C:12]([CH3:13])([CH3:11])[CH3:14])[CH:20]=1)([CH3:23])[CH3:24]. Reported procedure: Substituting 4-(ethylaminomethyl)pyridine for the 2-(2-methylaminoethyl)pyridine of Example 16, and following the procedure described therein, gives trans-2-[[2-[[3,5-bis(1,1-dimethylethyl)phenyl]thio]cyclohexyl]thio]-N-ethyl-N-(4-pyridinylmethyl)acetamide.